This data is from the Open Reaction Database (ORD), a public repository of structured organic reaction records. The task is: describe an organic reaction: reactants, conditions, products, and yield Reported procedure: In the same manner as described in Example 241, 505.4 mg (1.0 mmol) of the product from Example 89 and 165 mg (1.1 mmol) of 4-formylbenzene boronic acid provided 519 mg (98%) of the desired product as a pale yellow solid. Electrospray Mass Spec 531 (M+H). Reaction SMILES: [CH3:1][O:2][C:3](=[O:31])[C:4]1[CH:9]=[C:8](Br)[CH:7]=[C:6]([CH3:11])[C:5]=1[N:12]([S:20]([C:23]1[CH:28]=[CH:27][C:26]([O:29][CH3:30])=[CH:25][CH:24]=1)(=[O:22])=[O:21])[CH2:13][C:14]1[CH:15]=[N:16][CH:17]=[CH:18][CH:19]=1.[CH:32]([C:34]1[CH:39]=[CH:38][C:37](B(O)O)=[CH:36][CH:35]=1)=[O:33]>>[CH3:1][O:2][C:3]([C:4]1[CH:9]=[C:8]([C:37]2[CH:38]=[CH:39][C:34]([CH:32]=[O:33])=[CH:35][CH:36]=2)[CH:7]=[C:6]([CH3:11])[C:5]=1[N:12]([S:20]([C:23]1[CH:28]=[CH:27][C:26]([O:29][CH3:30])=[CH:25][CH:24]=1)(=[O:22])=[O:21])[CH2:13][C:14]1[CH:15]=[N:16][CH:17]=[CH:18][CH:19]=1)=[O:31]. Reactants: COC(C1=C(C(=CC(=C1)Br)C)N(CC=1C=NC=CC1)S(=O)(=O)C1=CC=C(C=C1)OC)=O (5-Bromo-2-[(4-methoxy-benzenesulfonyl)-pyridin-3-ylmethyl-amino]-3-methyl-benzoic acid methyl ester), C(=O)C1=CC=C(C=C1)B(O)O (4-formylbenzene boronic acid). Isolated yield 97.8%. The product is COC(=O)C=1C=C(C=C(C1N(CC=1C=NC=CC1)S(=O)(=O)C1=CC=C(C=C1)OC)C)C1=CC=C(C=C1)C=O (4'-Formyl-4-[(4-methoxy-benzenesulfonyl)-pyridin-3-ylmethyl-amino]-5-methyl-biphenyl-3-carboxylic acid methyl ester).